Task: describe an organic reaction: reactants, conditions, products, and yield. Dataset: the Open Reaction Database (ORD), a public repository of structured organic reaction records The reactants are [N+](=O)([O-])C1=C(N)C=CC(=C1)CCCC (2-nitro-4-n-butylaniline), C(CCC)C1=CC=C(N)C=C1 (4-n-butyl-aniline), C(C)(=O)OC(C)=O (acetic anhydride). Run at temperature 10 celsius. Product: CCCCCC(=O)NC1=CC=CC=C1 (4-n-butyl-acetanilide). RXN SMILES: [N+]([C:4]1[CH:10]=[C:9](CCCC)[CH:8]=[CH:7][C:5]=1[NH2:6])([O-])=O.[CH2:15]([C:19]1C=C[C:22](N)=[CH:21][CH:20]=1)[CH2:16]CC.C(OC(=O)C)(=[O:28])C>>[CH3:22][CH2:21][CH2:20][CH2:19][CH2:15][C:16]([NH:6][C:5]1[CH:4]=[CH:10][CH:9]=[CH:8][CH:7]=1)=[O:28]. Reported procedure: 2-nitro-4-n-butylaniline intermediate compound 150 g of a 4-n-butyl-aniline were treated with 300 ml of acetic anhydride at 70° C. for 1 hour and then cooled to 10° C. After filtering the solid product on a Buchner funnel and drying at 60° C. under vacuum, 183 g of 4-n-butyl-acetanilide were obtained. 183 g of 4-n-butylacetanilide were dissolved in 300 ml of acetic acid and this solution, cooled at 5°-10° C., was added to a wellstirred mixture obtained by mixing 123 ml of nitric acid at a densit... The reactants are N1(N=NC2=C1C=CC=C2)OC=2C=1N=CN([C@H]3C[C@H](O[Si](C)(C)C(C)(C)C)[C@@H](CO[Si](C)(C)C(C)(C)C)O3)C1N=CN2 (O6-(Benzotriazol-1-yl)-3′,5′-bis-O-(tert-butyldimethylsilyl)-2′-deoxyinosine), C(=O)([O-])[O-].[Cs+].[Cs+] (Cs2CO3), [Si](C)(C)(C(C)(C)C)O[C@H]1C[C@@H](O[C@@H]1CO[Si](C)(C)C(C)(C)C)N1C=NC=2C(OC)=NC=NC12 (3′,5′-bis-O-(tert-butyldimethylsilyl)-O6-methyl-2′-deoxyinosine). Solvent: CC(C)O (2-propanol). Product: isopropyl, [Si](C)(C)(C(C)(C)C)O[C@H]1C[C@@H](O[C@@H]1CO[Si](C)(C)C(C)(C)C)N1C=NC=2C(OC(C)C)=NC=NC12 (3′,5′-Bis-O-(tert-butyldimethylsilyl)-O6-isopropyl-2′-deoxyinosine). The yield is 84.0%. As a reaction SMILES: [Si](O[C@@H]1[C@@H](CO[Si](C(C)(C)C)(C)C)O[C@@H](N2C3N=CN=C(OC)C=3N=C2)C1)([C:4](C)([CH3:6])[CH3:5])(C)C.N1([O:43][C:44]2[C:45]3[N:46]=[CH:47][N:48]([C:71]=3[N:72]=[CH:73][N:74]=2)[C@@H:49]2[O:70][C@H:60]([CH2:61][O:62][Si:63]([C:66]([CH3:69])([CH3:68])[CH3:67])([CH3:65])[CH3:64])[C@@H:51]([O:52][Si:53]([C:56]([CH3:59])([CH3:58])[CH3:57])([CH3:55])[CH3:54])[CH2:50]2)C2C=CC=CC=2N=N1.C([O-])([O-])=O.[Cs+].[Cs+]>CC(O)C>[Si:63]([O:62][C@@H:61]1[C@@H:60]([CH2:51][O:52][Si:53]([C:56]([CH3:57])([CH3:59])[CH3:58])([CH3:54])[CH3:55])[O:70][C@@H:49]([N:48]2[C:71]3[N:72]=[CH:73][N:74]=[C:44]([O:43][CH:4]([CH3:6])[CH3:5])[C:45]=3[N:46]=[CH:47]2)[CH2:50]1)([C:66]([CH3:67])([CH3:69])[CH3:68])([CH3:64])[CH3:65] |f:2.3.4|. Procedure: As described for the synthesis of 3′,5′-bis-O-(tert-butyldimethylsilyl)-O6-methyl-2′-deoxyinosine, the isopropyl derivative was prepared by a reaction between O6-(benzotriazol-1-yl)-3′,5′-bis-O-(tert-butyldimethylsilyl)-2′-deoxyinosine (26) (59.8 mg, 0.100 mmol) and 2-propanol (1 mL) in the presence of Cs2CO3 (65.2 mg, 0.200 mmol) over 10 h. Chromatographic purification (SiO2, elution with 20% EtOAc in hexanes) afforded 44.1 mg (84% yield) of the title compound as a clear gum. Rf (20% EtOAc in h... The reactants are CO, CC(C)c1cc(Oc2ccc(Cl)c(Cl)c2)nc(C(C)C)c1N, CN(C)C=O. The product is CC(C)c1cc(Oc2ccc(Cl)c(Cl)c2)nc(C(C)C)c1N=CN(C)C. As a reaction SMILES: [CH3:28][OH:29].[Cl:6][c:7]1[cH:8][c:9]([O:10][c:11]2[cH:12][c:13]([CH:21]([CH3:22])[CH3:23])[c:14]([NH2:20])[c:15]([CH:17]([CH3:18])[CH3:19])[n:16]2)[cH:24][cH:25][c:26]1[Cl:27].[O:1]=[CH:2][N:3]([CH3:4])[CH3:5]>>[CH:2]([N:3]([CH3:4])[CH3:5])=[N:20][c:14]1[c:13]([CH:21]([CH3:22])[CH3:23])[cH:12][c:11]([O:10][c:9]2[cH:8][c:7]([Cl:6])[c:26]([Cl:27])[cH:25][cH:24]2)[n:16][c:15]1[CH:17]([CH3:18])[CH3:19]. The reactants are CCOC(=O)CN1C(=O)CCN(C(=O)c2ccc(NC(=O)c3ccccc3-c3ccc(C)cc3)cc2)c2ccccc21, CCO, CCOCC, CC(C)OC(C)C, [Na+], [OH-]. Yields the product Cc1ccc(-c2ccccc2C(=O)Nc2ccc(C(=O)N3CCC(=O)N(CC(=O)O)c4ccccc43)cc2)cc1. RXN SMILES: [CH2:1]([CH3:2])[O:3][C:4](=[O:5])[CH2:6][N:7]1[C:8](=[O:42])[CH2:9][CH2:10][N:11]([C:18]([c:19]2[cH:20][cH:21][c:22]([NH:25][C:26]([c:27]3[c:28](-[c:33]4[cH:34][cH:35][c:36]([CH3:39])[cH:37][cH:38]4)[cH:29][cH:30][cH:31][cH:32]3)=[O:40])[cH:23][cH:24]2)=[O:41])[c:12]2[c:13]1[cH:14][cH:15][cH:16][cH:17]2.[CH3:45][CH2:46][OH:47].[CH3:55][CH2:56][O:57][CH2:58][CH3:59].[CH:48]([O:49][CH:50]([CH3:51])[CH3:52])([CH3:53])[CH3:54].[Na+:44].[OH-:43]>>[O:3]=[C:4]([OH:5])[CH2:6][N:7]1[C:8](=[O:42])[CH2:9][CH2:10][N:11]([C:18]([c:19]2[cH:20][cH:21][c:22]([NH:25][C:26]([c:27]3[c:28](-[c:33]4[cH:34][cH:35][c:36]([CH3:39])[cH:37][cH:38]4)[cH:29][cH:30][cH:31][cH:32]3)=[O:40])[cH:23][cH:24]2)=[O:41])[c:12]2[c:13]1[cH:14][cH:15][cH:16][cH:17]2. The reactants are ClC(C1=C(C=CC(=C1)Cl)OC(=O)F)(Cl)Cl (fluoroformic acid 2-trichloromethyl-4-chlorophenyl ester), ketone, FC1(OC(C2=C(O1)C=CC(=C2)C(=O)C(C)C)(F)F)F (isopropyl 2,2,4,4-tetrafluoro-1,3-benzodioxan-6-yl ketone), F (hydrofluoric acid), halobenzodioxane. The product is FC1(OC(C2=C(O1)C=CC(=C2)Cl)(F)F)F (2,2,4,4-tetrafluoro-6-chloro-1,3-benzodioxane). Reaction SMILES: [F:1][C:2]1([F:19])[O:7][C:6]2[CH:8]=[CH:9][C:10](C(C(C)C)=O)=[CH:11][C:5]=2[C:4]([F:18])([F:17])[O:3]1.[Cl:20]C(Cl)(Cl)C1C=C(Cl)C=CC=1OC(F)=O.F>>[F:1][C:2]1([F:19])[O:7][C:6]2[CH:8]=[CH:9][C:10]([Cl:20])=[CH:11][C:5]=2[C:4]([F:18])([F:17])[O:3]1. Reported procedure: For the preparation of a ketone such as isopropyl 2,2,4,4-tetrafluoro-1,3-benzodioxan-6-yl ketone, the procedure disclosed in U.S. Pat. No. 3,632,820 (Jan. 4, 1972), Example 6, is used to prepare the intermediate halobenzodioxane. According to that reference, fluoroformic acid 2-trichloromethyl-4-chlorophenyl ester is allowed to react with anhydrous hydrofluoric acid to yield 2,2,4,4-tetrafluoro-6-chloro-1,3-benzodioxane. This compound can then be utilized to prepare the isopropyl 2,2,4,4-tetraf... Starting materials: CCCc1cc(C(=O)OCC)cc(CCC)c1OCCCCCCc1cccc(OC)c1OC, CO, [Na+], [OH-]. Product: CCCc1cc(C(=O)O)cc(CCC)c1OCCCCCCc1cccc(OC)c1OC. As a reaction SMILES: [CH2:1]([CH3:2])[O:3][C:4]([c:5]1[cH:6][c:7]([CH2:31][CH2:32][CH3:33])[c:8]([O:14][CH2:15][CH2:16][CH2:17][CH2:18][CH2:19][CH2:20][c:21]2[c:22]([O:29][CH3:30])[c:23]([O:27][CH3:28])[cH:24][cH:25][cH:26]2)[c:9]([CH2:11][CH2:12][CH3:13])[cH:10]1)=[O:34].[CH3:35][OH:36].[Na+:38].[OH-:37]>>[O:3]=[C:4]([c:5]1[cH:6][c:7]([CH2:31][CH2:32][CH3:33])[c:8]([O:14][CH2:15][CH2:16][CH2:17][CH2:18][CH2:19][CH2:20][c:21]2[c:22]([O:29][CH3:30])[c:23]([O:27][CH3:28])[cH:24][cH:25][cH:26]2)[c:9]([CH2:11][CH2:12][CH3:13])[cH:10]1)[OH:34]. The reactants are C(C)OC(=O)C1=CC=C(C=C1)NC(=S)N (1-(4-ethoxycarbonylphenyl)-2-thiourea), BrC1C(C(CCC1)C1=CC=CC=C1)=O (2-bromo-6-phenyl-cyclohexanone). Solvent: C(C)O (ethanol). The product is COC(C1=CC=C(C=C1)NC=1SC2=C(N1)C(CCC2)C2=CC=CC=C2)=O (4-(4-Phenyl-4,5,6,7-tetrahydro-benzothiazol-2-ylamino)-benzoic acid methyl ester). The yield is 65.9%. Reaction SMILES: [CH2:1]([O:3][C:4]([C:6]1[CH:11]=[CH:10][C:9]([NH:12][C:13]([NH2:15])=[S:14])=[CH:8][CH:7]=1)=[O:5])C.Br[CH:17]1[CH2:22][CH2:21][CH2:20][CH:19]([C:23]2[CH:28]=[CH:27][CH:26]=[CH:25][CH:24]=2)[C:18]1=O>C(O)C>[CH3:1][O:3][C:4](=[O:5])[C:6]1[CH:11]=[CH:10][C:9]([NH:12][C:13]2[S:14][C:25]3[CH2:26][CH2:27][CH2:28][CH:23]([C:19]4[CH:20]=[CH:21][CH:22]=[CH:17][CH:18]=4)[C:24]=3[N:15]=2)=[CH:8][CH:7]=1. Reported procedure: A suspension of 1-(4-ethoxycarbonylphenyl)-2-thiourea (105 mg, 0.5 mmol) and of 2-bromo-6-phenyl-cyclohexanone (253.1 mg, 1.00 mmol) in ethanol (4 mL) was heated for two days to reflux under an atmosphere of nitrogen. After cooling to room temperature the solvent was evaporated under reduced pressure and the residue was dissolved in dichloromethane. The product was precipitated with diethyl ether and heptane as an oil, which was purified on silica gel with dichloromethane as eluent to yield the ... Reactants: [Br-].C(C)OC(=O)CCC[P+](C1=CC=CC=C1)(C1=CC=CC=C1)C1=CC=CC=C1 (3-Ethoxycarbonylpropyltriphenylphosphonium bromide), CC(C)([O-])C.[K+] (potassium tert-butoxide), crude product, [BH4-].[Na+] (sodium tetrahydroborate), [Cl-].[Na+] (sodium chloride), C(C(C)C)(=O)C1=CC=CC=C1 (isobutyrophenone). Solvent: O1CCCC1 (tetrahydrofuran), C(C)O (ethanol), O (water). Conditions: time 3 hour. Yields the product C1(=CC=CC=C1)C(=CCCC(=O)OCC)C(C)C (ethyl 5-phenyl-5-(2-propyl)-4-pentenoate). The yield is 30.1%. As a reaction SMILES: [Br-].[CH2:2]([O:4][C:5]([CH2:7][CH2:8][CH2:9][P+](C1C=CC=CC=1)(C1C=CC=CC=1)C1C=CC=CC=1)=[O:6])[CH3:3].CC(C)([O-])C.[K+].[C:35]([C:40]1[CH:45]=[CH:44][CH:43]=[CH:42][CH:41]=1)(=O)[CH:36]([CH3:38])[CH3:37].[Cl-].[Na+].[BH4-].[Na+]>O1CCCC1.C(O)C.O>[C:40]1([C:35]([CH:36]([CH3:38])[CH3:37])=[CH:9][CH2:8][CH2:7][C:5]([O:4][CH2:2][CH3:3])=[O:6])[CH:45]=[CH:44][CH:43]=[CH:42][CH:41]=1 |f:0.1,2.3,5.6,7.8|. Procedure: 3-Ethoxycarbonylpropyltriphenylphosphonium bromide (73.3.g, 160 mmol) was added to a solution of potassium tert-butoxide (18.5 g, 160 mmol) in tetrahydrofuran (1000 ml) and stirred for 3 hours, and then isobutyrophenone (20.0 g, 135 mmol) was added thereto and stirred for 3 days. After water (200 ml) was added thereto and stirred for 30 minutes, the reaction mixture was added to an aqueous sodium chloride solution and extracted twice with ethyl acetate. The extract solution was washed with a sat...